This data is from the Open Reaction Database (ORD), a public repository of structured organic reaction records. The task is: describe an organic reaction: reactants, conditions, products, and yield The reactants are COC1=C(C=CC=C1)C1=CN(C2=NC=C(C=C21)B2OC(C(O2)(C)C)(C)C)S(=O)(=O)C2=CC=C(C=C2)C (3-(2-Methoxy-phenyl)-5-(4,4,5,5-tetramethyl-[1,3,2]dioxaborolan-2-yl)-1-(toluene-4-sulfonyl)-1H-pyrrolo[2,3-b]pyridine), C([O-])([O-])=O.[K+].[K+] (potassium carbonate), CN(C(=O)C1=C(N=NC(=C1)Cl)N)C (3-amino-6-chloro-pyridazine-4-carboxylic acid dimethylamide), C1(CCCCC1)P(C1=C(C=CC=C1)C1=C(C=CC=C1OC)OC)C1CCCCC1 (2-dicyclohexylphosphino-2′,6′-dimethoxybiphenyl). Reagents/catalysts: C(C)(=O)[O-].[Pd+2].C(C)(=O)[O-] (palladium acetate). Solvent: O1CCCC1 (tetrahydrofuran), C(C)#N (Acetonitrile). Reaction conditions: temperature 80 celsius. Product: CN(C(=O)C1=C(N=NC(=C1)C=1C=C2C(=NC1)N(C=C2C2=C(C=CC=C2)OC)S(=O)(=O)C2=CC=C(C=C2)C)N)C (3-amino-6-[3-(2-methoxy-phenyl)-1-(toluene-4-sulfonyl)-1H-pyrrolo[2,3-b]pyridin-5-yl]-pyridazine-4-carboxylic acid dimethylamide). As a reaction SMILES: [CH3:1][O:2][C:3]1[CH:8]=[CH:7][CH:6]=[CH:5][C:4]=1[C:9]1[C:17]2[C:12](=[N:13][CH:14]=[C:15](B3OC(C)(C)C(C)(C)O3)[CH:16]=2)[N:11]([S:27]([C:30]2[CH:35]=[CH:34][C:33]([CH3:36])=[CH:32][CH:31]=2)(=[O:29])=[O:28])[CH:10]=1.[CH3:37][N:38]([CH3:49])[C:39]([C:41]1[CH:46]=[C:45](Cl)[N:44]=[N:43][C:42]=1[NH2:48])=[O:40].C1(P(C2CCCCC2)C2C=CC=CC=2C2C(OC)=CC=CC=2OC)CCCCC1.C(=O)([O-])[O-].[K+].[K+]>C([O-])(=O)C.[Pd+2].C([O-])(=O)C.O1CCCC1.C(#N)C>[CH3:37][N:38]([CH3:49])[C:39]([C:41]1[CH:46]=[C:45]([C:15]2[CH:16]=[C:17]3[C:9]([C:4]4[CH:5]=[CH:6][CH:7]=[CH:8][C:3]=4[O:2][CH3:1])=[CH:10][N:11]([S:27]([C:30]4[CH:31]=[CH:32][C:33]([CH3:36])=[CH:34][CH:35]=4)(=[O:28])=[O:29])[C:12]3=[N:13][CH:14]=2)[N:44]=[N:43][C:42]=1[NH2:48])=[O:40] |f:3.4.5,6.7.8|. Procedure: 3-(2-Methoxy-phenyl)-5-(4,4,5,5-tetramethyl-[1,3,2]dioxaborolan-2-yl)-1-(toluene-4-sulfonyl)-1H-pyrrolo[2,3-b]pyridine (138.4 mg, 0.274 mmol), 3-amino-6-chloro-pyridazine-4-carboxylic acid dimethylamide (54.9 mg, 0.274 mmol), palladium acetate (3.0 mg, 0.013 mmol) and 2-dicyclohexylphosphino-2′,6′-dimethoxybiphenyl (S-Phos) (11.2 mg, 0.0274 mmol) were combined under nitrogen. Acetonitrile (0.5 mL), tetrahydrofuran (0.5 mL) and 1 M aqueous potassium carbonate (0.822 mL, 0.822 mmol) were added and... Reactants: C1=CC=CC=2C3=CC=CC=C3C(C12)COC(=O)N[C@@H](CCCCN)C(=O)O (Nα-(9-fluorenylmethoxycarbonyl)-L-lysine), IC1=CC=C(C=C1)S(=O)(=O)Cl (4-iodobenzenesulfonyl chloride). The product is IC1=CC=C(C=C1)S(=O)(=O)NCCCC[C@H](NC(=O)OCC1C2=CC=CC=C2C=2C=CC=CC12)C(=O)O (Nε-(4-Iodobenzenesulfonyl)-Nα-(9-fluorenylmethoxycarbonyl)-L-lysine). Isolated yield 68.0%. RXN SMILES: [CH:1]1[C:13]2[CH:12]([CH2:14][O:15][C:16]([NH:18][C@H:19]([C:25]([OH:27])=[O:26])[CH2:20][CH2:21][CH2:22][CH2:23][NH2:24])=[O:17])[C:11]3[C:6](=[CH:7][CH:8]=[CH:9][CH:10]=3)[C:5]=2[CH:4]=[CH:3][CH:2]=1.[I:28][C:29]1[CH:34]=[CH:33][C:32]([S:35](Cl)(=[O:37])=[O:36])=[CH:31][CH:30]=1>>[I:28][C:29]1[CH:34]=[CH:33][C:32]([S:35]([NH:24][CH2:23][CH2:22][CH2:21][CH2:20][C@@H:19]([C:25]([OH:27])=[O:26])[NH:18][C:16]([O:15][CH2:14][CH:12]2[C:11]3[CH:10]=[CH:9][CH:8]=[CH:7][C:6]=3[C:5]3[C:13]2=[CH:1][CH:2]=[CH:3][CH:4]=3)=[O:17])(=[O:37])=[O:36])=[CH:31][CH:30]=1. Reported procedure: Nα-(9-fluorenylmethoxycarbonyl)-L-lysine was reacted with 4-iodobenzenesulfonyl chloride under the conditions used in example 2 giving 68% of the title compound. The reactants are CS(=O)C (dimethylsulfoxide), CC(CC1=C(C(=C(C=C1)OC)OC)OC)(C)N (α,α-dimethyl-2,3,4-trimethoxyphenethylamine), O.COC1=C(C=CC=C1)C(=O)C=O (2-methoxyphenylglyoxal hydrate), CS(=O)C (dimethylsulfoxide). Run at temperature 20 celsius, time 1 hour. Yields the product CC(CC1=C(C(=C(C=C1)OC)OC)OC)(C)N=C(C(=O)C1=CC=CC=C1)OC (α-(α,α-dimethyl-2,3,4-trimethoxyphenethylimino)-2-methoxyacetophenone). RXN SMILES: [CH3:1][C:2]([NH2:17])([CH3:16])[CH2:3][C:4]1[CH:9]=[CH:8][C:7]([O:10][CH3:11])=[C:6]([O:12][CH3:13])[C:5]=1[O:14][CH3:15].O.CO[C:21]1[CH:26]=[CH:25][CH:24]=[CH:23][C:22]=1[C:27]([CH:29]=[O:30])=[O:28].[CH3:31]S(C)=O>>[CH3:16][C:2]([N:17]=[C:29]([O:30][CH3:31])[C:27]([C:22]1[CH:21]=[CH:26][CH:25]=[CH:24][CH:23]=1)=[O:28])([CH3:1])[CH2:3][C:4]1[CH:9]=[CH:8][C:7]([O:10][CH3:11])=[C:6]([O:12][CH3:13])[C:5]=1[O:14][CH3:15] |f:1.2|. Reported procedure: A solution of 133 mg of α,α-dimethyl-2,3,4-trimethoxyphenethylamine in 1.5 ml of dimethylsulfoxide is added to 111 mg of 2-methoxyphenylglyoxal hydrate, and the mixture is stirred at 20° C. for one hour, whereby a solution of α-(α,α-dimethyl-2,3,4-trimethoxyphenethylimino)-2-methoxyacetophenone in dimethylsulfoxide is obtained. Reactants: CC(=O)OC(C)=O, ClCCl, Cc1ccc(I)cc1N. Product: CC(=O)Nc1cc(I)ccc1C. As a reaction SMILES: [CH3:10][C:11](=[O:12])[O:13][C:14](=[O:15])[CH3:16].[Cl:17][CH2:18][Cl:19].[I:1][c:2]1[cH:3][cH:4][c:5]([CH3:9])[c:6]([NH2:8])[cH:7]1>>[I:1][c:2]1[cH:3][cH:4][c:5]([CH3:9])[c:6]([NH:8][C:11]([CH3:10])=[O:12])[cH:7]1.